From a dataset of the Open Reaction Database (ORD), a public repository of structured organic reaction records. describe an organic reaction: reactants, conditions, products, and yield Starting materials: CC=1C(NC2=CC(=C(C=C2N1)C)C)=O (3,6,7-trimethyl-2(1H)-quinoxalinone), CI (methyl iodide), C([O-])([O-])=O.[Na+].[Na+] (sodium carbonate). Solvent: CN(C=O)C (dimethylformamide). Yields the product CN1C(C(=NC2=CC(=C(C=C12)C)C)C)=O (1,3,6,7-Tetramethyl-2(1H)-quinoxalinone). As a reaction SMILES: [CH3:1][C:2]1[C:3](=[O:14])[NH:4][C:5]2[C:10]([N:11]=1)=[CH:9][C:8]([CH3:12])=[C:7]([CH3:13])[CH:6]=2.CI.[C:17](=O)([O-])[O-].[Na+].[Na+]>CN(C)C=O>[CH3:17][N:4]1[C:5]2[C:10](=[CH:9][C:8]([CH3:12])=[C:7]([CH3:13])[CH:6]=2)[N:11]=[C:2]([CH3:1])[C:3]1=[O:14] |f:2.3.4|. Procedure: A mixture of 3,6,7-trimethyl-2(1H)-quinoxalinone (5.0 g., 0.027 mol.), methyl iodide (15 ml.), sodium carbonate (5.0 g., 0.047 mol.) and dimethylformamide (75 ml.) was stirred at room temperature for eighteen hours, then heated at 75°-80° C. for three hours. Removal of the dimethylformamide under reduced pressure and dilution with water gave a brown solid. Crystallization from acetone (Darco) gave light tan needles. (2.85 g., m.p. 164°-166°, 53%) Reactants: ketone, CC=1OC=2CCC3=C(C(C2N1)=O)C=CC=C3 (2-methyl-9,10-dihydro-1-oxa-3-aza-benzo[f]azulen-4-one), CS(=O)(=O)NC=1C=C(C=CC1)B(O)O (3-methanesulfonamidophenyl boronic acid), ( 17 ), C(=C)Br (vinyl bromide). Product: CC=1OC=2CCC3=C(C(C2N1)=CC=1C=C(C=CC1)NS(=O)(=O)C)C=CC=C3 (N-[3-(2-Methyl-9,10-dihydro-1-oxa-3-aza-benzo[f]azulen-4-ylidenemethyl)-phenyl]-methanesulfonamide). RXN SMILES: [CH:1](Br)=[CH2:2].[CH3:4][C:5]1[O:6][C:7]2[CH2:8][CH2:9][C:10]3[CH:19]=[CH:18][CH:17]=[CH:16][C:11]=3[C:12](=O)[C:13]=2[N:14]=1.[CH3:20][S:21]([NH:24][C:25]1[CH:26]=C(B(O)O)[CH:28]=[CH:29][CH:30]=1)(=[O:23])=[O:22]>>[CH3:4][C:5]1[O:6][C:7]2[CH2:8][CH2:9][C:10]3[CH:19]=[CH:18][CH:17]=[CH:16][C:11]=3[C:12](=[CH:28][C:29]3[CH:30]=[C:25]([NH:24][S:21]([CH3:20])(=[O:23])=[O:22])[CH:26]=[CH:1][CH:2]=3)[C:13]=2[N:14]=1. Procedure: Prepare the corresponding ketone (2-methyl-9,10-dihydro-1-oxa-3-aza-benzo[f]azulen-4-one) as described by E. E. Galantay, et al, J. Med. Chem. (17) 1316-1327 (1974) and convert to the corresponding Z-isomer of the vinyl bromide using procedures essentially as described in Preparations 23 and 24. Then, following procedures essentially as described in Example 219, combine the ketone with 3-methanesulfonamidophenyl boronic acid (325 mg, 1.5 mmmol). Purify the crude product using column chromatograp... The reactants are C(C)(C)(C)C1=CC(=NN1C=1C=C(C=CC1)C1=C(C=CC=C1)Cl)C(=O)O (5-tert-butyl-1-(2′-chloro-1,1′-biphenyl-3-yl)-1H-pyrazole-3-carboxylic acid), C=1C=CC2=C(C1)N=NN2O (HOBT), C(C)N(C(C)C)CC (diethylisopropylamine), [Cl-].[NH4+] (ammonium chloride). Solvent: CN(C)C=O (DMF). Conditions: time 16 hour. The product is C(C)(C)(C)C1=CC(=NN1C=1C=C(C=CC1)C1=C(C=CC=C1)Cl)C(=O)N (5-tert-butyl-1-(2′-chloro-1,1′-biphenyl-3-yl)-1H-pyrazole-3-carboxamide). Isolated yield 103.1%. As a reaction SMILES: [C:1]([C:5]1[N:9]([C:10]2[CH:11]=[C:12]([C:16]3[CH:21]=[CH:20][CH:19]=[CH:18][C:17]=3[Cl:22])[CH:13]=[CH:14][CH:15]=2)[N:8]=[C:7]([C:23]([OH:25])=O)[CH:6]=1)([CH3:4])([CH3:3])[CH3:2].C1C=CC2N(O)N=[N:32]C=2C=1.C(N(CC)C(C)C)C.[Cl-].[NH4+]>CN(C=O)C>[C:1]([C:5]1[N:9]([C:10]2[CH:11]=[C:12]([C:16]3[CH:21]=[CH:20][CH:19]=[CH:18][C:17]=3[Cl:22])[CH:13]=[CH:14][CH:15]=2)[N:8]=[C:7]([C:23]([NH2:32])=[O:25])[CH:6]=1)([CH3:4])([CH3:2])[CH3:3] |f:3.4|. Reported procedure: To a solution of the carboxylic acid (0.062 g, 0.17 mmol) in DMF (1 ml) were added pyBOP (0.138 g, 0.26 mmol), HOBT (0.035 g, 0.2 mmol), diethylisopropylamine (0.147 ml, 0.87 mmol) and ammonium chloride (0.056 g, 1.05 mmol). The reaction mixture was stirred at room temperature for 16 hours, then cooled and partitioned between ethylacetate and water. The organic phase was washed with brine, dried over sodium sulfate, filtered and concentrated. Purification of the crude product by silica-gel chrom... Starting materials: FC1=C(C(=O)NC2=C(C=C(C=C2)F)C)C=CC=N1 (2-Fluoro-N-(4-fluoro-2-methylphenyl)nicotinamide), Cl.Cl.N1C=CC=2C1=NC=CC2OC2=C(C=C(C=C2)NC2=C(C(=O)NC1=C(C=CC=C1)C)C=CC=N2)F (2-(4-(1H-Pyrrolo[2,3-b]pyridin-4-yloxy)-3-fluorophenylamino)-N-o-tolylnicotinamide, dihydrochloride salt). Product: Cl.Cl.N1C=CC=2C1=NC=CC2OC2=C(C=C(C=C2)NC2=C(C(=O)NC1=C(C=C(C=C1)F)C)C=CC=N2)F (2-(4-(1H-Pyrrolo[2,3-b]pyridin-4-yloxy)-3-fluorophenylamino)-N-(4-fluoro-2-methylphenyl)nicotinamide, dihydrochloride salt). Yield: 42.0%. As a reaction SMILES: F[C:2]1[N:18]=[CH:17][CH:16]=[CH:15][C:3]=1[C:4]([NH:6][C:7]1[CH:12]=[CH:11][C:10]([F:13])=[CH:9][C:8]=1[CH3:14])=[O:5].[ClH:19].Cl.[NH:21]1[C:25]2=[N:26][CH:27]=[CH:28][C:29]([O:30][C:31]3[CH:36]=[CH:35][C:34]([NH:37]C4N=CC=CC=4C(NC4C=CC=CC=4C)=O)=[CH:33][C:32]=3[F:54])=[C:24]2[CH:23]=[CH:22]1>>[ClH:19].[ClH:19].[NH:21]1[C:25]2=[N:26][CH:27]=[CH:28][C:29]([O:30][C:31]3[CH:36]=[CH:35][C:34]([NH:37][C:2]4[N:18]=[CH:17][CH:16]=[CH:15][C:3]=4[C:4]([NH:6][C:7]4[CH:12]=[CH:11][C:10]([F:13])=[CH:9][C:8]=4[CH3:14])=[O:5])=[CH:33][C:32]=3[F:54])=[C:24]2[CH:23]=[CH:22]1 |f:1.2.3,4.5.6|. Procedure details: 2-Fluoro-N-(4-fluoro-2-methylphenyl)nicotinamide (0.050 g, 0.20 mmol) was converted to the title compound (0.043 g, 42%) in a manner similar to the preparation of 2-(4-(1H-pyrrolo[2,3-b]pyridin-4-yloxy)-3-fluorophenylamino)-N-o-tolylnicotinamide (Step B of Example 8). 1H NMR (DMSO-d6) δ 12.85 (s, 1H), 10.87 (s, 1H), 10.28 (s, 1H), 8.10-8.40 (m, 4H), 6.96-7.60 (m, 7H), 6.72 (d, 1H, J=6.5 Hz), 6.45-6.53 (m, 1H), 2.20 (s, 3H); HRMS(ESI+), 472.1580 (M+H)+ calc, 472.1590 (M+H)+ found. Reactants: BrC1=C(C=CC(=C1)Cl)CC#N ((2-bromo-4-chlorophenyl)-acetonitrile), [NH4+].[Cl-] (NH4Cl), C[Al](C)C (tri-methyl aluminum), CO (methanol). Run in C1(=CC=CC=C1)C (toluene), ClCCl (dichloromethane), C1(=CC=CC=C1)C (toluene). Reaction conditions: time 2 hour. Product: Cl.BrC1=C(C=CC(=C1)Cl)CC(=N)N (2-(2-bromo-4-chlorophenyl)-acetamidine hydrochloride). Yield: 174.4%. RXN SMILES: [NH4+:1].[Cl-].C[Al](C)C.[Br:7][C:8]1[CH:13]=[C:12]([Cl:14])[CH:11]=[CH:10][C:9]=1[CH2:15][C:16]#[N:17].CO>C1(C)C=CC=CC=1.ClCCl>[ClH:14].[Br:7][C:8]1[CH:13]=[C:12]([Cl:14])[CH:11]=[CH:10][C:9]=1[CH2:15][C:16]([NH2:1])=[NH:17] |f:0.1,7.8|. Reported procedure: To a stirred suspension of NH4Cl (9.241 g, 169.565 mmol) in dry toluene (120 mL) was added tri-methyl aluminum (2M) (45.23 mL, 90.435 mmol) at 5° C. the reaction mixture was warmed to room temperature and the reaction mixture was stirred for 2 h. A solution of (2-bromo-4-chlorophenyl)-acetonitrile (374) (13 g, 56.522 mmol) in toluene (30 mL) was added to the above reaction mixture and the reaction mixture was stirred for 14 h at 80° C. while silica thin layer chromatography was performed (10% me... Starting materials: COc1cc(C2CCC(OCCCN3C(=O)c4ccccc4C3=O)O2)cc(OC)c1OC, CCO, NN, O. The product is COc1cc(C2CCC(OCCCN)O2)cc(OC)c1OC. RXN SMILES: [CH3:1][O:2][c:3]1[cH:4][c:5]([CH:13]2[O:14][CH:15]([O:18][CH2:19][CH2:20][CH2:21][N:22]3[C:23](=[O:24])[c:25]4[cH:26][cH:27][cH:28][cH:29][c:30]4[C:31]3=[O:32])[CH2:16][CH2:17]2)[cH:6][c:7]([O:11][CH3:12])[c:8]1[O:9][CH3:10].[CH3:36][CH2:37][OH:38].[NH2:34][NH2:35].[OH2:33]>>[CH3:1][O:2][c:3]1[cH:4][c:5]([CH:13]2[O:14][CH:15]([O:18][CH2:19][CH2:20][CH2:21][NH2:22])[CH2:16][CH2:17]2)[cH:6][c:7]([O:11][CH3:12])[c:8]1[O:9][CH3:10]. Procedure: By replacing the 2-benzoyl-3-methoxycrotononitrile employed in Example 16 with an equimolar amount of 2-(p-fluorobenzoyl)-3-methoxycrotononitrile, there is obtained the title compound in equally good yield. The product is FC1=CC=C(C(=O)/C(/C#N)=C(\C)/NCCCC)C=C1 (2-(p-Fluorobenzoyl)-3-butylaminocrotononitrile). Reactants: C(C1=CC=CC=C1)(=O)/C(/C#N)=C(\C)/OC (2-benzoyl-3-methoxycrotononitrile), FC1=CC=C(C(=O)/C(/C#N)=C(\C)/OC)C=C1 (2-(p-fluorobenzoyl)-3-methoxycrotononitrile). Reaction SMILES: [C:1](/[C:9](=C(/OC)\C)/[C:10]#[N:11])(=O)[C:2]1C=CC=CC=1.[F:16][C:17]1[CH:31]=[CH:30][C:20]([C:21](/[C:23](=[C:26](/OC)\[CH3:27])/[C:24]#[N:25])=[O:22])=[CH:19][CH:18]=1>>[F:16][C:17]1[CH:31]=[CH:30][C:20]([C:21](/[C:23](=[C:26](/[NH:11][CH2:10][CH2:9][CH2:1][CH3:2])\[CH3:27])/[C:24]#[N:25])=[O:22])=[CH:19][CH:18]=1.